describe an organic reaction: reactants, conditions, products, and yield From a dataset of the Open Reaction Database (ORD), a public repository of structured organic reaction records. Reactants: C1CCOC1, COc1ccc(C[P+](c2ccccc2)(c2ccccc2)c2ccccc2)cc1, CC(C)(C)[O-], CC(=O)O, [Cl-], [K+], O=Cc1ccc(Oc2ccc(CC3SC(=O)NC3=O)cc2)cc1. Yields the product COc1ccc(C=Cc2ccc(Oc3ccc(CC4SC(=O)NC4=O)cc3)cc2)cc1. As a reaction SMILES: [CH2:63]1[O:64][CH2:65][CH2:66][CH2:67]1.[CH3:2][O:3][c:4]1[cH:5][cH:6][c:7]([CH2:8][P+:9]([c:10]2[cH:11][cH:12][cH:13][cH:14][cH:15]2)([c:16]2[cH:17][cH:18][cH:19][cH:20][cH:21]2)[c:22]2[cH:23][cH:24][cH:25][cH:26][cH:27]2)[cH:28][cH:29]1.[CH3:30][C:31]([CH3:32])([O-:33])[CH3:34].[CH3:59][C:60](=[O:61])[OH:62].[Cl-:1].[K+:35].[O:36]=[C:37]1[S:38][CH:39]([CH2:43][c:44]2[cH:45][cH:46][c:47]([O:48][c:49]3[cH:50][cH:51][c:52]([CH:53]=[O:54])[cH:55][cH:56]3)[cH:57][cH:58]2)[C:40](=[O:42])[NH:41]1>>[CH3:2][O:3][c:4]1[cH:5][cH:6][c:7]([CH:8]=[CH:30][c:52]2[cH:51][cH:50][c:49]([O:48][c:47]3[cH:46][cH:45][c:44]([CH2:43][CH:39]4[S:38][C:37](=[O:36])[NH:41][C:40]4=[O:42])[cH:58][cH:57]3)[cH:56][cH:55]2)[cH:28][cH:29]1. The reactants are FC(COC1=CC=CC2=C1C(=NO2)O)(F)F (4-(2,2,2-Trifluoroethoxy)-1,2-benzisoxazol-3-ol), OCC1CCN(CC1)C(=O)OC(C)(C)C (tert-butyl 4-(hydroxymethyl)piperidine-1-carboxylate), C(CCC)P(CCCC)(CCCC)=C(C(=O)OC)C(=O)OC (dimethyl (tributylphosphoranylidene)malonate). Solvent: C1(=CC=CC=C1)C (toluene). Conditions: temperature 80 celsius, time 16 hour. The product is FC(COC1=CC=CC2=C1C(=NO2)OCC2CCN(CC2)C(=O)OC(C)(C)C)(F)F (tert-Butyl 4-({[4-(2,2,2-trifluoroethoxy)-1,2-benzisoxazol-3-yl]oxy}methyl)piperidine-1-carboxylate). Isolated yield 65.1%. Reaction SMILES: [F:1][C:2]([F:16])([F:15])[CH2:3][O:4][C:5]1[C:10]2[C:11]([OH:14])=[N:12][O:13][C:9]=2[CH:8]=[CH:7][CH:6]=1.O[CH2:18][CH:19]1[CH2:24][CH2:23][N:22]([C:25]([O:27][C:28]([CH3:31])([CH3:30])[CH3:29])=[O:26])[CH2:21][CH2:20]1.C(P(=C(C(OC)=O)C(OC)=O)(CCCC)CCCC)CCC>C1(C)C=CC=CC=1>[F:16][C:2]([F:1])([F:15])[CH2:3][O:4][C:5]1[C:10]2[C:11]([O:14][CH2:18][CH:19]3[CH2:24][CH2:23][N:22]([C:25]([O:27][C:28]([CH3:29])([CH3:31])[CH3:30])=[O:26])[CH2:21][CH2:20]3)=[N:12][O:13][C:9]=2[CH:8]=[CH:7][CH:6]=1. Reported procedure: A mixture of 4-(2,2,2-trifluoroethoxy)-1,2-benzisoxazol-3-ol (0.12 g, 0.50 mmol, EXAMPLE 1, step 2), tert-butyl 4-(hydroxymethyl)piperidine-1-carboxylate (0.13 g, 0.60 mmol), and dimethyl (tributylphosphoranylidene)malonate (0.32 g, 1.0 mmol, J. Org. Chem. 2003, 68, 1597-1600) in toluene (0.5 mL) was stirred at 80° C. for 16 h. The mixture was purified by silica gel column chromatography (hexane/ethyl acetate 4:1) to give 0.14 g (65%) of the title compound as a white solid. Starting materials: CN(c1nccs1)C1CN(C(=O)OC(C)(C)C)C1, ClCCl, O=C(O)C(F)(F)F. The product is CN(c1nccs1)C1CNC1. RXN SMILES: [C:1]([O:2][C:3]([CH3:4])([CH3:5])[CH3:6])(=[O:7])[N:8]1[CH2:9][CH:10]([N:12]([c:13]2[s:14][cH:15][cH:16][n:17]2)[CH3:18])[CH2:11]1.[Cl:26][CH2:27][Cl:28].[F:19][C:20]([F:21])([F:22])[C:23]([OH:24])=[O:25]>>[NH:8]1[CH2:9][CH:10]([N:12]([c:13]2[s:14][cH:15][cH:16][n:17]2)[CH3:18])[CH2:11]1. Reactants: [Na+].[Na+].ClC=1C=C(C=CC1)C(CNC(CC1=CC2=C(OC(O2)(C(=O)[O-])C(=O)[O-])C=C1)C)O (5-{2-[2-(3-chlorophenyl)-2-hydroxyethylamino]-propyl}-benzo[1,3]dioxole-2,2-dicarboxylic acid disodium salt), [N+](=O)([O-])[O-].[Ag+] (AgNO3). Run in O (water). Run at time 1 hour. Yields the product [Ag+].[Ag+].ClC=1C=C(C=CC1)C(CNC(CC1=CC2=C(OC(O2)(C(=O)[O-])C(=O)[O-])C=C1)C)O (5-{2-[2-(3-Chlorophenyl)-2-hydroxyethylamino]-propyl}-benzo[1,3]dioxole-2,2-dicarboxylic acid disilver salt). The yield is 100.0%. As a reaction SMILES: [Na+].[Na+].[Cl:3][C:4]1[CH:5]=[C:6]([CH:10]([OH:31])[CH2:11][NH:12][CH:13]([CH3:30])[CH2:14][C:15]2[CH:29]=[CH:28][C:18]3[O:19][C:20]([C:25]([O-:27])=[O:26])([C:22]([O-:24])=[O:23])[O:21][C:17]=3[CH:16]=2)[CH:7]=[CH:8][CH:9]=1.[N+]([O-])([O-])=O.[Ag+:36]>O>[Ag+:36].[Ag+:36].[Cl:3][C:4]1[CH:5]=[C:6]([CH:10]([OH:31])[CH2:11][NH:12][CH:13]([CH3:30])[CH2:14][C:15]2[CH:29]=[CH:28][C:18]3[O:19][C:20]([C:22]([O-:24])=[O:23])([C:25]([O-:27])=[O:26])[O:21][C:17]=3[CH:16]=2)[CH:7]=[CH:8][CH:9]=1 |f:0.1.2,3.4,6.7.8|. Procedure details: To a stirred solution of 5-{2-[2-(3-chlorophenyl)-2-hydroxyethylamino]-propyl}-benzo[1,3]dioxole-2,2-dicarboxylic acid disodium salt (3.0 gm, 6.0 mmol) in distilled water, (in the dark) a solution of AgNO3 (2.3 g, 12.0 mmol) was added dropwise. After stirring at room temperature for 1 h the separated solid was filtered and washed with water and acetone. The solid was dried at room temperature under vacuum to give a colorless solid; yield 100%; mp 183-185; M+H 422.1. Reactants: ClC1=NC=C(C(=N1)NC1CC2C(CN(C2)C(=O)OC(C)(C)C)C1)Cl (tert-butyl 5-((2,5-dichloropyrimidin-4-yl)amino)hexahydrocyclopenta[c]pyrrole-2(1H)-carboxylate), Cl.CN1N=CC(=C1)N (1-methyl-1H-pyrazol-4-amine hydrochloride), C(C)N(C(C)C)C(C)C (N-ethyldiisopropylamine). Run in CCCCO (n-BuOH). Conditions: temperature 150 celsius, time 8 hour. Product: ClC=1C(=NC(=NC1)NC=1C=NN(C1)C)NC1CC2C(CN(C2)C(=O)OC(C)(C)C)C1 (tert-butyl 5-((5-chloro-2-((1-methyl-1H-pyrazol-4-yl)amino)pyrimidin-4-yl)amino)hexahydrocyclopenta[c]pyrrole-2(1H)-carboxylate). The yield is 115.7%. As a reaction SMILES: Cl[C:2]1[N:7]=[C:6]([NH:8][CH:9]2[CH2:23][CH:12]3[CH2:13][N:14]([C:16]([O:18][C:19]([CH3:22])([CH3:21])[CH3:20])=[O:17])[CH2:15][CH:11]3[CH2:10]2)[C:5]([Cl:24])=[CH:4][N:3]=1.Cl.[CH3:26][N:27]1[CH:31]=[C:30]([NH2:32])[CH:29]=[N:28]1.C(N(C(C)C)C(C)C)C>CCCCO>[Cl:24][C:5]1[C:6]([NH:8][CH:9]2[CH2:23][CH:12]3[CH2:13][N:14]([C:16]([O:18][C:19]([CH3:22])([CH3:21])[CH3:20])=[O:17])[CH2:15][CH:11]3[CH2:10]2)=[N:7][C:2]([NH:32][C:30]2[CH:29]=[N:28][N:27]([CH3:26])[CH:31]=2)=[N:3][CH:4]=1 |f:1.2|. Reported procedure: To a suspension of tert-butyl 5-((2,5-dichloropyrimidin-4-yl)amino)hexahydrocyclopenta[c]pyrrole-2(1H)-carboxylate (579.6 mg, 1.55 mmol) and 1-methyl-1H-pyrazol-4-amine hydrochloride (213.0 mg, 1.34 mmol) in n-BuOH (5 mL) was added N-ethyldiisopropylamine (668.2 mg, 5.17 mmol). The reaction mixture was stirred at 150° C. in a sealed tube overnight and concentrated in vacuo. The residue was purified by silica gel column chromatography (MeOH/DCM (v/v)=1/80) to give the title compound as a beige so...